Dataset: the Open Reaction Database (ORD), a public repository of structured organic reaction records. Task: describe an organic reaction: reactants, conditions, products, and yield Starting materials: CSc1nc(Cl)c2c(-c3ccccc3Cl)n[nH]c2n1, C[Si](C)(C)CCOCCl, [H-], [Na+], CN(C)C=O. Product: CSc1nc(Cl)c2c(-c3ccccc3Cl)nn(COCC[Si](C)(C)C)c2n1. As a reaction SMILES: [Cl:1][c:2]1[c:3]2[c:4]([n:5][c:6]([S:8][CH3:9])[n:7]1)[nH:10][n:11][c:12]2-[c:13]1[c:14]([Cl:19])[cH:15][cH:16][cH:17][cH:18]1.[Cl:20][CH2:21][O:22][CH2:23][CH2:24][Si:25]([CH3:26])([CH3:27])[CH3:28].[H-:29].[Na+:30].[O:31]=[CH:32][N:33]([CH3:34])[CH3:35]>>[Cl:1][c:2]1[c:3]2[c:4]([n:5][c:6]([S:8][CH3:9])[n:7]1)[n:10]([CH2:21][O:22][CH2:23][CH2:24][Si:25]([CH3:26])([CH3:27])[CH3:28])[n:11][c:12]2-[c:13]1[c:14]([Cl:19])[cH:15][cH:16][cH:17][cH:18]1. Reactants: ClC=1C=CC=2C(C3=CC=CC(=C3OC2C1)O)=O (3-chloro-5-hydroxyxanthone), [H-].[Na+] (sodium hydride), water ice, C(C1=CC=CC=C1)Br (benzyl bromide). The solvent is CN(C=O)C (dimethylformamide), CN(C=O)C (dimethylformamide). Conditions: time 15 minute. Yields the product C(C1=CC=CC=C1)OC1=C2OC=3C=C(C=CC3C(C2=CC=C1)=O)Cl (5-benzyloxy-3-chloroxanthone). RXN SMILES: [Cl:1][C:2]1[CH:3]=[CH:4][C:5]2[C:6](=[O:17])[C:7]3[C:12]([O:13][C:14]=2[CH:15]=1)=[C:11]([OH:16])[CH:10]=[CH:9][CH:8]=3.[H-].[Na+].[CH2:20](Br)[C:21]1[CH:26]=[CH:25][CH:24]=[CH:23][CH:22]=1>CN(C)C=O>[CH2:20]([O:16][C:11]1[CH:10]=[CH:9][CH:8]=[C:7]2[C:12]=1[O:13][C:14]1[CH:15]=[C:2]([Cl:1])[CH:3]=[CH:4][C:5]=1[C:6]2=[O:17])[C:21]1[CH:26]=[CH:25][CH:24]=[CH:23][CH:22]=1 |f:1.2|. Procedure details: The 3-chloro-5-hydroxyxanthone (11 g.) in dimethylformamide (50 ml.) is added to a suspension of sodium hydride (1.5 g.) in dimethylformamide (100 ml.). The mixture is stirred at room temperature for 15 minutes and benzyl bromide (6 ml.) is added dropwise. The mixture is poured into water/ice (600 ml.), extracted with chloroform and the chloroform extract dired with MgS04. Evaporation of the solvent gives a light-brown solid which is recrystallised from ethanol to give 5-benzyloxy-3-chloroxantho... The reactants are CC(C)(C)[Si](OCCCC=C1Cc2cc(Br)ccc2C1=O)(c1ccccc1)c1ccccc1, C1CCOC1, [Cl-], [NH4+]. The product is CC(C)(C)[Si](OCCCCC1Cc2cc(Br)ccc2C1=O)(c1ccccc1)c1ccccc1. Reaction SMILES: [Br:1][c:2]1[cH:3][c:4]2[c:8]([cH:9][cH:10]1)[C:7](=[O:11])[C:6](=[CH:12][CH2:13][CH2:14][CH2:15][O:16][Si:17]([c:18]1[cH:19][cH:20][cH:21][cH:22][cH:23]1)([c:24]1[cH:25][cH:26][cH:27][cH:28][cH:29]1)[C:30]([CH3:31])([CH3:32])[CH3:33])[CH2:5]2.[CH2:36]1[O:37][CH2:38][CH2:39][CH2:40]1.[Cl-:34].[NH4+:35]>>[Br:1][c:2]1[cH:3][c:4]2[c:8]([cH:9][cH:10]1)[C:7](=[O:11])[CH:6]([CH2:12][CH2:13][CH2:14][CH2:15][O:16][Si:17]([c:18]1[cH:19][cH:20][cH:21][cH:22][cH:23]1)([c:24]1[cH:25][cH:26][cH:27][cH:28][cH:29]1)[C:30]([CH3:31])([CH3:32])[CH3:33])[CH2:5]2. Starting materials: BrC1=CC(=C(C=C1)O)C(C)C (4-Bromo-2-isopropyl-phenol), tetrakis(triphenylphosophine)palladium, CN(C)C=O (DMF). Reagents/catalysts: [C-]#N.[C-]#N.[Zn+2] (Zn(CN)2). Yields the product C(#N)C1=CC(=C(C=C1)O)C(C)C (4-cyano-2-isopropyl-phenol). Yield: 60.0%. RXN SMILES: Br[C:2]1[CH:7]=[CH:6][C:5]([OH:8])=[C:4]([CH:9]([CH3:11])[CH3:10])[CH:3]=1.[CH3:12][N:13](C=O)C>[C-]#N.[C-]#N.[Zn+2]>[C:12]([C:2]1[CH:7]=[CH:6][C:5]([OH:8])=[C:4]([CH:9]([CH3:11])[CH3:10])[CH:3]=1)#[N:13] |f:2.3.4|. Procedure: 4-Bromo-2-isopropyl-phenol (500 mg, 2.3 mmol), Zn(CN)2 (270 mg, 2.3 mmol) and tetrakis(triphenylphosophine)palladium (237 mg) were mixed in DMF (1 mL) in a microwave reaction tube. It was reacted under microwave condition at 180° C. for 20 minutes. The mixture was filted and purified by by silica gel chromatography (40% -60% EtOAc/Hexane) to provide the title compound (220 mg, 60%). MS (DCI) m/z 162 (M+H)+. Starting materials: Cc1cc(OCC2(c3ccc(C(=O)NCCC(=O)O)cc3)CC=CC2)cc(C)c1-c1ccc(C(F)(F)F)cc1, CCO. Yields the product Cc1cc(OCC2(c3ccc(C(=O)NCCC(=O)O)cc3)CCCC2)cc(C)c1-c1ccc(C(F)(F)F)cc1. RXN SMILES: [CH3:1][c:2]1[c:3](-[c:30]2[cH:31][cH:32][c:33]([C:36]([F:37])([F:38])[F:39])[cH:34][cH:35]2)[c:4]([CH3:29])[cH:5][c:6]([O:8][CH2:9][C:10]2([c:15]3[cH:16][cH:17][c:18]([C:19](=[O:20])[NH:21][CH2:22][CH2:23][C:24](=[O:25])[OH:26])[cH:27][cH:28]3)[CH2:11][CH:12]=[CH:13][CH2:14]2)[cH:7]1.[CH3:40][CH2:41][OH:42]>>[CH3:1][c:2]1[c:3](-[c:30]2[cH:31][cH:32][c:33]([C:36]([F:37])([F:38])[F:39])[cH:34][cH:35]2)[c:4]([CH3:29])[cH:5][c:6]([O:8][CH2:9][C:10]2([c:15]3[cH:16][cH:17][c:18]([C:19](=[O:20])[NH:21][CH2:22][CH2:23][C:24](=[O:25])[OH:26])[cH:27][cH:28]3)[CH2:11][CH2:12][CH2:13][CH2:14]2)[cH:7]1. The reactants are COC(=O)CS, ClCCl, CSc1nc(Cl)c(C=O)c(Cl)n1. Product: COC(=O)CSc1nc(SC)nc(Cl)c1C=O. RXN SMILES: [C:13]([CH2:14][SH:15])(=[O:16])[O:17][CH3:18].[Cl:19][CH2:20][Cl:21].[Cl:1][c:2]1[n:3][c:4]([S:11][CH3:12])[n:5][c:6]([Cl:10])[c:7]1[CH:8]=[O:9]>>[Cl:1][c:2]1[n:3][c:4]([S:11][CH3:12])[n:5][c:6]([S:15][CH2:14][C:13](=[O:16])[O:17][CH3:18])[c:7]1[CH:8]=[O:9]. The reactants are C(C)SC=1N(N=C2C(=CC=CC12)C1=C(C=C(C=C1C)C)C)C (3-ethylsulfanyl-2-methyl-7-(2,4,6-trimethyl-phenyl)-2H-indazole), C1CCOC1 (THF), [OH-].[Na+] (NaOH), C(#N)[BH3-].[Na+] (sodium cyanoborohydride), C[Si](C)(C)Cl (TMSCl), C1CCOC1 (THF). Product: EtOAc hexanes, C(C)S(=O)(=O)C=1N(N=C2C(=CC=CC12)C1=C(C=C(C=C1C)C)C)C (3-ethanesulfonyl-2-methyl-7-(2,4,6-trimethyl-phenyl)-2H-indazole). The yield is 41.0%. As a reaction SMILES: C([BH3-])#N.[Na+].C[Si](Cl)(C)C.[CH2:10]([S:12][C:13]1[N:14]([CH3:31])[N:15]=[C:16]2[C:21]=1[CH:20]=[CH:19][CH:18]=[C:17]2[C:22]1[C:27]([CH3:28])=[CH:26][C:25]([CH3:29])=[CH:24][C:23]=1[CH3:30])[CH3:11].[OH-:32].[Na+].C1C[O:37]CC1>>[CH2:10]([S:12]([C:13]1[N:14]([CH3:31])[N:15]=[C:16]2[C:21]=1[CH:20]=[CH:19][CH:18]=[C:17]2[C:22]1[C:23]([CH3:30])=[CH:24][C:25]([CH3:29])=[CH:26][C:27]=1[CH3:28])(=[O:37])=[O:32])[CH3:11] |f:0.1,4.5|. Procedure: A mixture of sodium cyanoborohydride (0.276 g, 4.39 mmol), 5 mL of THF, and TMSCl (0.56 mL, 4.4 mmol) was stirred for 10 m, then 45 (0.780 g, 3.67 mmol) in 10 mL of THF was slowly added. The mixture was stirred for 1 h, then 15 mL of a 2 M aqueous NaOH solution were added. The mixture was extracted with 40 mL of diethyl ether, and the organic layer was washed with two 20 mL portions of a saturated aqueous NaCl solution, dried over Na2SO4, filtered, and concentrated. Column chromatography (0→20% ... The reactants are Cl.NCC#CCOCC(=O)OC (Methyl 7-amino-3-oxa-5-heptynoate.hydrochloride), [OH-].[Na+] (sodium hydroxide). Run in O (water). Conditions: temperature 10 celsius. The product is NCC#CCOCC(=O)OC (Methyl 7-Amino-3-oxa-5-heptynoate). Yield: 203.6%. As a reaction SMILES: Cl.[NH2:2][CH2:3][C:4]#[C:5][CH2:6][O:7][CH2:8][C:9]([O:11][CH3:12])=[O:10].[OH-].[Na+]>O>[NH2:2][CH2:3][C:4]#[C:5][CH2:6][O:7][CH2:8][C:9]([O:11][CH3:12])=[O:10] |f:0.1,2.3|. Procedure details: Methyl 7-amino-3-oxa-5-heptynoate.hydrochloride (1.0 g., 5.0 millimole) is dissolved in water (25 ml.) providing a clear solution which is cooled to 10° C., treated with 5 N sodium hydroxide (1.2 ml., 6.0 millimole) and immediately extracted with chloroform (3 × 25 ml.). The combined organic extract is dried over magnesium sulfate and filtered. Evaporation (in vacuo at 40° C.) of the filtrate affords the title compound as a pale yellow oil (1.6 g., 100%).